Dataset: the Open Reaction Database (ORD), a public repository of structured organic reaction records. Task: describe an organic reaction: reactants, conditions, products, and yield Starting materials: C(C)(=O)NC1=CC(=C(C(=O)OC)C=C1Cl)OC (Methyl 4-acetamido-5-chloro-2-methoxybenzoate), [OH-].[Na+] (sodium hydroxide). Yields the product C(C)(=O)NC1=CC(=C(C(=O)O)C=C1Cl)OC (4-acetamido-5-chloro-2-methoxybenzoic acid). As a reaction SMILES: [C:1]([NH:4][C:5]1[C:14]([Cl:15])=[CH:13][C:8]([C:9]([O:11]C)=[O:10])=[C:7]([O:16][CH3:17])[CH:6]=1)(=[O:3])[CH3:2].[OH-].[Na+]>>[C:1]([NH:4][C:5]1[C:14]([Cl:15])=[CH:13][C:8]([C:9]([OH:11])=[O:10])=[C:7]([O:16][CH3:17])[CH:6]=1)(=[O:3])[CH3:2] |f:1.2|. Reported procedure: Methyl 4-acetamido-5-chloro-2-methoxybenzoate is stirred with aqueous sodium hydroxide until complete solution is achieved. After filtration, concentrated hydrochloric acid is added, whereupon, the product precipitates out as a white solid which is filtered off, washed and dried. 4-Acetamido-5-chloro-2-methoxybenzoic acid is crystallised from isopropanol, filtered off, washed and dried. Procedure details: In a similar fashion, a solution of 3-(2-pyridyl)-5-(3-iodo-5-(methoxycarbonyl)phenyl)-1,2,4-oxadiazole (50 mg, 0.122 mmol) in N,N-dimethylformamide (2 mL) was treated with zinc cyanide (22.5 mg, 0.191 mmol), and Pd(PPh3)4 (14 mg, 0.012 mmol). The reaction mixture was heated at 80° C. under an argon atmosphere for 2 hours. The mixture was then diluted with ethyl acetate (25 mL) and washed with water (3×5 mL) and brine (3×5 mL). The organic solution was then dried over anhydrous MgSO4, filtered a... Reaction conditions: temperature 80 celsius. Solvent: C(C)(=O)OCC (ethyl acetate). Starting materials: N1=C(C=CC=C1)C1=NOC(=N1)C1=CC(=CC(=C1)C(=O)OC)I (3-(2-pyridyl)-5-(3-iodo-5-(methoxycarbonyl)phenyl)-1,2,4-oxadiazole), CN(C=O)C (N,N-dimethylformamide). Reaction SMILES: [N:1]1[CH:6]=[CH:5][CH:4]=[CH:3][C:2]=1[C:7]1[N:11]=[C:10]([C:12]2[CH:17]=[C:16]([C:18]([O:20][CH3:21])=[O:19])[CH:15]=[C:14](I)[CH:13]=2)[O:9][N:8]=1.[CH3:23][N:24](C)C=O>C(OCC)(=O)C.[C-]#N.[Zn+2].[C-]#N.C1C=CC([P]([Pd]([P](C2C=CC=CC=2)(C2C=CC=CC=2)C2C=CC=CC=2)([P](C2C=CC=CC=2)(C2C=CC=CC=2)C2C=CC=CC=2)[P](C2C=CC=CC=2)(C2C=CC=CC=2)C2C=CC=CC=2)(C2C=CC=CC=2)C2C=CC=CC=2)=CC=1>[N:1]1[CH:6]=[CH:5][CH:4]=[CH:3][C:2]=1[C:7]1[N:11]=[C:10]([C:12]2[CH:17]=[C:16]([C:18]([O:20][CH3:21])=[O:19])[CH:15]=[C:14]([C:23]#[N:24])[CH:13]=2)[O:9][N:8]=1 |f:3.4.5,^1:42,44,63,82|. The reagents and catalysts are [C-]#N.[Zn+2].[C-]#N (zinc cyanide), C=1C=CC(=CC1)[P](C=2C=CC=CC2)(C=3C=CC=CC3)[Pd]([P](C=4C=CC=CC4)(C=5C=CC=CC5)C=6C=CC=CC6)([P](C=7C=CC=CC7)(C=8C=CC=CC8)C=9C=CC=CC9)[P](C=1C=CC=CC1)(C=1C=CC=CC1)C=1C=CC=CC1 (Pd(PPh3)4). The product is N1=C(C=CC=C1)C1=NOC(=N1)C1=CC(=CC(=C1)C(=O)OC)C#N (3-(2-pyridyl)-5-(3-cyano-5-(methoxycarbonyl)phenyl)-1,2,4-oxadiazole). Isolated yield 78.0%. Reactants: ClCCl, O=S(=O)(c1ccccc1)n1c(C(O)CC2CCCCO2)cc2cccnc21. Product: O=C(CC1CCCCO1)c1cc2cccnc2n1S(=O)(=O)c1ccccc1. RXN SMILES: [Cl:28][CH2:29][Cl:30].[c:1]1([S:7](=[O:8])(=[O:9])[n:10]2[c:11]([CH:19]([CH2:20][CH:21]3[O:22][CH2:23][CH2:24][CH2:25][CH2:26]3)[OH:27])[cH:12][c:13]3[c:14]2[n:15][cH:16][cH:17][cH:18]3)[cH:2][cH:3][cH:4][cH:5][cH:6]1>>[c:1]1([S:7](=[O:8])(=[O:9])[n:10]2[c:11]([C:19]([CH2:20][CH:21]3[O:22][CH2:23][CH2:24][CH2:25][CH2:26]3)=[O:27])[cH:12][c:13]3[c:14]2[n:15][cH:16][cH:17][cH:18]3)[cH:2][cH:3][cH:4][cH:5][cH:6]1. Starting materials: Nc1ccnc(Cl)c1, N, O, O=[N+]([O-])O, O=S(=O)(O)O. The product is O=[N+]([O-])Nc1ccnc(Cl)c1. RXN SMILES: [Cl:1][c:2]1[n:3][cH:4][cH:5][c:6]([NH2:8])[cH:7]1.[NH3:18].[OH2:19].[OH:14][N+:15]([O-:16])=[O:17].[S:9](=[O:10])(=[O:11])([OH:12])[OH:13]>>[Cl:1][c:2]1[n:3][cH:4][cH:5][c:6]([NH:8][N+:15](=[O:14])[O-:16])[cH:7]1. Starting materials: OC1=C(C=CC=C1)C(=O)/C(/C(=O)OC(C)(C)C)=C\C1=CC2=CC=CC=C2C=C1 ((E)-tert-butyl 2-(2-hydroxyphenylcarbonyl)-3-(naphthalen-2-yl)prop-2-enoate), III, C1(=CC=C(C=C1)S(=O)(=O)O)C (p-toluenesulfonic acid). The reagents and catalysts are NC(=S)N (thiourea). Run in C1(=CC=CC=C1)C (toluene). Product: C1=C(C=CC2=CC=CC=C12)[C@@H]1OC2=CC=CC=C2C(C1)=O ((R)-2-(2-naphthyl)chroman-4-one). The yield is 89.3%. Reaction SMILES: [OH:1][C:2]1[CH:7]=[CH:6][CH:5]=[CH:4][C:3]=1[C:8](/[C:10](=[CH:18]\[C:19]1[CH:28]=[CH:27][C:26]2[C:21](=[CH:22][CH:23]=[CH:24][CH:25]=2)[CH:20]=1)/C(OC(C)(C)C)=O)=[O:9].C1(C)C=CC(S(O)(=O)=O)=CC=1>NC(N)=S.C1(C)C=CC=CC=1>[CH:20]1[C:21]2[C:26](=[CH:25][CH:24]=[CH:23][CH:22]=2)[CH:27]=[CH:28][C:19]=1[C@H:18]1[CH2:10][C:8](=[O:9])[C:3]2[C:2](=[CH:7][CH:6]=[CH:5][CH:4]=2)[O:1]1. Procedure details: Prepared according to general procedure using (E)-tert-butyl 2-(2-hydroxyphenylcarbonyl)-3-(naphthalen-2-yl)prop-2-enoate (77 mg, 0.20 mmol), thiourea catalyst III (14 mg, 0.020 mmol) in 2.0 mL toluene for 38 h at −25° C. and p-toluenesulfonic acid (19 mg, 0.10 mmol) for 10 h. Purification via column chromatography with 10% EtOAc/hexanes afforded 49 mg (89%) of 9 as a white solid in 91% ee. [α]D: +56.3 (EtOH, c=0.5). Analytical data for 9: IR (film) 1690.9, 1607.9, 1464.8, 1304.4, 1226.9 cm−1; 1... Reactants: Cc1cc([N+](=O)[O-])cc(C)c1Oc1cccc(C(C)C)c1, CCO. Product: Cc1cc(N)cc(C)c1Oc1cccc(C(C)C)c1. As a reaction SMILES: [CH3:1][c:2]1[cH:3][c:4]([N+:19]([O-:20])=[O:21])[cH:5][c:6]([CH3:18])[c:7]1[O:8][c:9]1[cH:10][c:11]([CH:15]([CH3:16])[CH3:17])[cH:12][cH:13][cH:14]1.[CH3:22][CH2:23][OH:24]>>[CH3:1][c:2]1[cH:3][c:4]([NH2:19])[cH:5][c:6]([CH3:18])[c:7]1[O:8][c:9]1[cH:10][c:11]([CH:15]([CH3:16])[CH3:17])[cH:12][cH:13][cH:14]1. Starting materials: Cl, Cl[Cu], CC(c1cc(N)ccc1N1CCCCC1)C(C(N)=O)c1ccc(C(=O)O)cc1. The product is CC(c1cc(Cl)ccc1N1CCCCC1)C(C(N)=O)c1ccc(C(=O)O)cc1. RXN SMILES: [ClH:29].[Cu:30][Cl:31].[NH2:1][c:2]1[cH:3][cH:4][c:5]([N:23]2[CH2:24][CH2:25][CH2:26][CH2:27][CH2:28]2)[c:6]([CH:8]([CH3:9])[CH:10]([c:11]2[cH:12][cH:13][c:14]([C:15](=[O:16])[OH:17])[cH:18][cH:19]2)[C:20](=[O:21])[NH2:22])[cH:7]1>>[c:2]1([Cl:29])[cH:3][cH:4][c:5]([N:23]2[CH2:24][CH2:25][CH2:26][CH2:27][CH2:28]2)[c:6]([CH:8]([CH3:9])[CH:10]([c:11]2[cH:12][cH:13][c:14]([C:15](=[O:16])[OH:17])[cH:18][cH:19]2)[C:20](=[O:21])[NH2:22])[cH:7]1. Product: COC(=O)c1ccc(-c2nnn[nH]2)cc1F. The reactants are CO, O=C(O)c1ccc(-c2nnn[nH]2)cc1F, O=S(Cl)Cl. RXN SMILES: [CH3:16][OH:17].[F:1][c:2]1[c:3]([C:4](=[O:5])[OH:6])[cH:7][cH:8][c:9](-[c:11]2[n:12][n:13][n:14][nH:15]2)[cH:10]1.[S:18]([Cl:19])([Cl:20])=[O:21]>>[F:1][c:2]1[c:3]([C:4]([O:5][CH3:16])=[O:6])[cH:7][cH:8][c:9](-[c:11]2[n:12][n:13][n:14][nH:15]2)[cH:10]1. The reactants are CO, COC(=O)C=Cc1ccccc1F. Yields the product COC(=O)CCc1ccccc1F. Reaction SMILES: [CH3:14][OH:15].[F:1][c:2]1[c:3]([CH:4]=[CH:5][C:6](=[O:7])[O:8][CH3:9])[cH:10][cH:11][cH:12][cH:13]1>>[F:1][c:2]1[c:3]([CH2:4][CH2:5][C:6](=[O:7])[O:8][CH3:9])[cH:10][cH:11][cH:12][cH:13]1. The reactants are C(C1=CC=CC=C1)N1C(CC(CC1)N(C(OC(C)(C)C)=O)CC1=CC2=C(C=N1)OCCO2)C (tert-butyl (1-benzyl-2-methylpiperidin-4-yl)(2,3-dihydro(1,4)dioxino(2,3-c)pyridin-7-ylmethyl)carbamate). Reagents/catalysts: [OH-].[Pd+2].[OH-] (palladium hydroxide). Solvent: CO (methanol), C(C)(=O)O (acetic acid). Conditions: time 30 minute. The product is O1CCOC=2C=NC(=CC21)CN(C(OC(C)(C)C)=O)C2CC(NCC2)C (tert-butyl (2,3-dihydro(1,4)dioxino(2,3-c)pyridin-7-ylmethyl)(2-methylpiperidin-4-yl)carbamate). Yield: 83.2%. As a reaction SMILES: C([N:8]1[CH2:13][CH2:12][CH:11]([N:14]([CH2:22][C:23]2[N:28]=[CH:27][C:26]3[O:29][CH2:30][CH2:31][O:32][C:25]=3[CH:24]=2)[C:15](=[O:21])[O:16][C:17]([CH3:20])([CH3:19])[CH3:18])[CH2:10][CH:9]1[CH3:33])C1C=CC=CC=1>CO.C(O)(=O)C.[OH-].[Pd+2].[OH-]>[O:32]1[C:25]2[CH:24]=[C:23]([CH2:22][N:14]([CH:11]3[CH2:12][CH2:13][NH:8][CH:9]([CH3:33])[CH2:10]3)[C:15](=[O:21])[O:16][C:17]([CH3:20])([CH3:19])[CH3:18])[N:28]=[CH:27][C:26]=2[O:29][CH2:30][CH2:31]1 |f:3.4.5|. Procedure: To a solution of 0.24 g of tert-butyl (1-benzyl-2-methylpiperidin-4-yl)(2,3-dihydro(1,4)dioxino(2,3-c)pyridin-7-ylmethyl)carbamate in 3 mL of methanol, 90 μL of acetic acid and 0.32 g of 20% palladium hydroxide were added. The reaction mixture was stirred for 4 hours 30 minutes under a hydrogen atmosphere. The insoluble substance was filtered off, and the solvent was distilled off under reduced pressure to obtain 0.16 g of tert-butyl (2,3-dihydro(1,4)dioxino(2,3-c)pyridin-7-ylmethyl)(2-methylpip...